From a dataset of the Open Reaction Database (ORD), a public repository of structured organic reaction records. describe an organic reaction: reactants, conditions, products, and yield Procedure details: A suspension of 2-ethoxycarbonyl-5-bromo-3-chromanone (300 mg, 1 mMol) in methanol (5 mL) and 10% hydrochloric acid (3 mL) was heated at reflux for 2 hours. All of the solid had not dissolved; therefore, trifluoroacetic acid (1 mL) was added, and heating was continued for 18 hours. The reaction mixture was diluted with water and extracted well with diethyl ether. The ether phases were combined, dried over sodium sulfate, and concentrated in vacuo to give a yellow glass. Purification by flash chr... Run at time 18 hour. Yield: 53.0%. The solvent is O (water), CO (methanol), Cl (hydrochloric acid). Product: C(=O)(O)CC1=C(C=CC=C1OCC(=O)OCC)Br (2-Carboxymethyl-3-(ethoxycarbonylmethoxy)bromobenzene). Starting materials: C(C)OC(=O)C1OC2=CC=CC(=C2CC1=O)Br (2-ethoxycarbonyl-5-bromo-3-chromanone), FC(C(=O)O)(F)F (trifluoroacetic acid). As a reaction SMILES: [CH2:1]([O:3][C:4]([CH:6]1[C:15](=[O:16])[CH2:14][C:13]2[C:8](=[CH:9][CH:10]=[CH:11][C:12]=2[Br:17])[O:7]1)=[O:5])[CH3:2].FC(F)(F)C(O)=[O:21]>CO.Cl.O>[C:15]([CH2:14][C:13]1[C:8]([O:7][CH2:6][C:4]([O:3][CH2:1][CH3:2])=[O:5])=[CH:9][CH:10]=[CH:11][C:12]=1[Br:17])([OH:21])=[O:16]. Starting materials: O=C([O-])[O-], CC#N, ClCc1ccccc1, [K+], [K+], NCC1CCNCC1. Yields the product NCC1CCN(Cc2ccccc2)CC1. As a reaction SMILES: [C:9](=[O:10])([O-:11])[O-:12].[CH3:23][C:24]#[N:25].[Cl:15][CH2:16][c:17]1[cH:18][cH:19][cH:20][cH:21][cH:22]1.[K+:13].[K+:14].[NH2:1][CH2:2][CH:3]1[CH2:4][CH2:5][NH:6][CH2:7][CH2:8]1>>[NH2:1][CH2:2][CH:3]1[CH2:4][CH2:5][N:6]([CH2:16][c:17]2[cH:18][cH:19][cH:20][cH:21][cH:22]2)[CH2:7][CH2:8]1. Reactants: C(C)(C)(C)OC(=O)NCCC(=O)O (N-tert.-butoxycarbonyl-β-alanine), Cl.N1[C@H](C(=O)N)CCC1 (L-proline amide hydrochloride), ON1N=NC2=C1C=CC=C2 (1-hydroxybenzotriazole), CN1CCOCC1 (N-methylmorpholine), C1(CCCCC1)N=C=NC1CCCCC1 (dicyclohexylcarbodiimide). Solvent: CN(C=O)C (dimethylformamide), O1CCCC1 (tetrahydrofuran). Run at time 17 hour. Product: C(C)(C)(C)OC(=O)NCCC(=O)N1[C@H](C(=O)N)CCC1 (N-tert.-butoxycarbonyl-β-alanyl-L-proline amide). Isolated yield 33.8%. As a reaction SMILES: [C:1]([O:5][C:6]([NH:8][CH2:9][CH2:10][C:11]([OH:13])=O)=[O:7])([CH3:4])([CH3:3])[CH3:2].Cl.[NH:15]1[CH2:22][CH2:21][CH2:20][C@H:16]1[C:17]([NH2:19])=[O:18].ON1C2C=CC=CC=2N=N1.CN1CCOCC1.C1(N=C=NC2CCCCC2)CCCCC1>CN(C)C=O.O1CCCC1>[C:1]([O:5][C:6]([NH:8][CH2:9][CH2:10][C:11]([N:15]1[CH2:22][CH2:21][CH2:20][C@H:16]1[C:17]([NH2:19])=[O:18])=[O:13])=[O:7])([CH3:2])([CH3:3])[CH3:4] |f:1.2|. Procedure details: A mixture of 6.28 g (0.0332 m) of N-tert.-butoxycarbonyl-β-alanine, 5.0 g (0.0332 m) of L-proline amide hydrochloride, 8.96 g (0.0664 m) of 1-hydroxybenzotriazole, 12 ml of N-methylmorpholine, 75 ml of tetrahydrofuran, 40 ml of dimethylformamide and 6.84 g (0.0332 m) of dicyclohexylcarbodiimide was stirred at 25° for 17 hours. The solvents were evaporated in vacuo and the residue dissolved in ethyl acetate and water. The separated organic layer was washed with small volumes of dilute hydrochlori... Reactants: Boc-aza, C(C)(C)(C)OC(=O)NN(CC1=CC=C(C=C1)C1=NC=CC=C1)CC(C(CC1=CC=CC=C1)NC(=O)OC(C)(C)C)O (N′-(3-tert-Butoxycarbonylamino-2-hydroxy-4-phenyl-butyl)-N′-(4-pyridin-2-yl-benzyl)-hydrazinecarboxylic acid tert-butyl ester), Cl (HCl). Run in O1CCOCC1 (1,4-dioxane). Reaction conditions: time 5 minute. The product is Cl.Cl.Cl.NC(C(CN(N)CC1=CC=C(C=C1)C1=NC=CC=C1)O)CC1=CC=CC=C1 (3-Amino-4-phenyl-1-[N-(4-pyridin-2-yl-benzyl)-hydrazino]-butan-2-ol trihydrochloride). Isolated yield 91.0%. Reaction SMILES: C(OC([NH:8][N:9]([CH2:23][CH:24]([OH:41])[CH:25]([NH:33]C(OC(C)(C)C)=O)[CH2:26][C:27]1[CH:32]=[CH:31][CH:30]=[CH:29][CH:28]=1)[CH2:10][C:11]1[CH:16]=[CH:15][C:14]([C:17]2[CH:22]=[CH:21][CH:20]=[CH:19][N:18]=2)=[CH:13][CH:12]=1)=O)(C)(C)C.[ClH:42]>O1CCOCC1>[ClH:42].[ClH:42].[ClH:42].[NH2:33][CH:25]([CH2:26][C:27]1[CH:28]=[CH:29][CH:30]=[CH:31][CH:32]=1)[CH:24]([OH:41])[CH2:23][N:9]([CH2:10][C:11]1[CH:16]=[CH:15][C:14]([C:17]2[CH:22]=[CH:21][CH:20]=[CH:19][N:18]=2)=[CH:13][CH:12]=1)[NH2:8] |f:3.4.5.6|. Procedure details: The Boc-aza-isostere (7) (1.2 g, 2.1 mmol) was taken up in 1,4-dioxane (16 mL), and stirred at room temperature, under nitrogen. After five minutes, 4N HCl (12 mL) was added via syringe. There was immediate precipitate formation, and the mixture was stirred at room temperature, under nitrogen. After approximately 18 hours, the dioxane was removed under reduced pressure. The yellow residue was azeotroped with toluene (3×25 mL), and then dried under high vacuum. After 6 hours under high vacuum, 0.... The reactants are CC(C)(C)OC(=O)CBr, O=C([O-])[O-], CC#N, [Cs+], [Cs+], O=C1CCCc2c(O)cccc21. Product: CC(C)(C)OC(=O)COc1cccc2c1CCCC2=O. Reaction SMILES: [Br:19][CH2:20][C:21](=[O:22])[O:23][C:24]([CH3:25])([CH3:26])[CH3:27].[C:13](=[O:14])([O-:15])[O-:16].[CH3:28][C:29]#[N:30].[Cs+:17].[Cs+:18].[OH:1][c:2]1[c:3]2[c:8]([cH:9][cH:10][cH:11]1)[C:7](=[O:12])[CH2:6][CH2:5][CH2:4]2>>[O:1]([c:2]1[c:3]2[c:8]([cH:9][cH:10][cH:11]1)[C:7](=[O:12])[CH2:6][CH2:5][CH2:4]2)[CH2:20][C:21](=[O:22])[O:23][C:24]([CH3:25])([CH3:26])[CH3:27]. Reactants: O[C@@H](CN(NC(=O)OC(C)(C)C)CC1CCCCC1)[C@H](CC1=CC=CC=C1)NC(C(F)(F)F)=O (1-[2(S)-hydroxy-3(S)-(trifluoroacetylamino)-4-phenyl-butyl]-1-[cyclohexylmethyl]-2-[tert-butoxycarbonyl]-hydrazine), C(=O)([O-])[O-].[K+].[K+] (K2CO3). Run in CO (MeOH). Run at temperature 70 celsius, time 18 hour. Yields the product O[C@@H](CN(NC(=O)OC(C)(C)C)CC1CCCCC1)[C@H](CC1=CC=CC=C1)N (1-[2(S)-Hydroxy-3(S)-amino-4-phenyl-butyl]-1-[cyclohexylmethyl]-2-[tert-butoxycarbonyl]-hydrazine). RXN SMILES: [OH:1][C@H:2]([C@@H:20]([NH:28]C(=O)C(F)(F)F)[CH2:21][C:22]1[CH:27]=[CH:26][CH:25]=[CH:24][CH:23]=1)[CH2:3][N:4]([CH2:13][CH:14]1[CH2:19][CH2:18][CH2:17][CH2:16][CH2:15]1)[NH:5][C:6]([O:8][C:9]([CH3:12])([CH3:11])[CH3:10])=[O:7].C([O-])([O-])=O.[K+].[K+]>CO>[OH:1][C@H:2]([C@@H:20]([NH2:28])[CH2:21][C:22]1[CH:27]=[CH:26][CH:25]=[CH:24][CH:23]=1)[CH2:3][N:4]([CH2:13][CH:14]1[CH2:15][CH2:16][CH2:17][CH2:18][CH2:19]1)[NH:5][C:6]([O:8][C:9]([CH3:12])([CH3:10])[CH3:11])=[O:7] |f:1.2.3|. Procedure details: Under a nitrogen atmosphere, 2.0 g (4.10 mmol) of 1-[2(S)-hydroxy-3(S)-(trifluoroacetylamino)-4-phenyl-butyl]-1-[cyclohexylmethyl]-2-[tert-butoxycarbonyl]-hydrazine (Example 96b) dissolved in 316 ml of MeOH are heated to 70° C., 103 ml of 1M aqueous K2CO3 solution are added dropwise, and the mixture is stirred for 18 h at 70° C. The reaction mixture is concentrated by evaporation under HV and the residue is partitioned between 3 portions of methylene chloride, 2 portions of water and brine. Conc... Starting materials: O=C1NC(=O)c2ccccc21, CCOc1ccc(N(C)c2nc(CN3C(=O)c4ccccc4C3=O)nc3ccccc23)cc1F, CCOC(C)=O, CCOc1ccc(N(C)c2nc(CCl)nc3ccccc23)cc1F, [K], CN(C)C=O. The product is CCOc1ccc(N(C)c2nc(CN)nc3ccccc23)cc1F. As a reaction SMILES: [C:59]1(=[O:60])[NH:61][C:62](=[O:63])[c:64]2[cH:65][cH:66][cH:67][cH:68][c:69]21.[CH2:1]([CH3:2])[O:3][c:4]1[c:5]([F:34])[cH:6][c:7]([N:10]([c:11]2[n:12][c:13]([CH2:21][N:22]3[C:23](=[O:24])[c:25]4[c:26]([cH:27][cH:28][cH:29][cH:30]4)[C:31]3=[O:32])[n:14][c:15]3[cH:16][cH:17][cH:18][cH:19][c:20]23)[CH3:33])[cH:8][cH:9]1.[CH3:76][CH2:77][O:78][C:79]([CH3:80])=[O:81].[Cl:35][CH2:36][c:37]1[n:38][c:39]([N:40]([c:41]2[cH:42][cH:43][c:44]([O:45][CH2:46][CH3:47])[c:48]([F:49])[cH:50]2)[CH3:51])[c:52]2[c:53]([cH:54][cH:55][cH:56][cH:57]2)[n:58]1.[K:70].[O:71]=[CH:72][N:73]([CH3:74])[CH3:75]>>[CH2:1]([CH3:2])[O:3][c:4]1[c:5]([F:34])[cH:6][c:7]([N:10]([c:11]2[n:12][c:13]([CH2:21][NH2:22])[n:14][c:15]3[cH:16][cH:17][cH:18][cH:19][c:20]23)[CH3:33])[cH:8][cH:9]1. Starting materials: N1(CCCCC1)C1=NC=C(C=C1)C=O (3,4,5,6-tetrahydro-2H-[1,2′]bipyridinyl-5′-carbaldehyde), Br.Br.Br.C(C)C=1C(=CC(=C(C1)O)F)C1=CC=C2C(=NNC2=C1)C=1NC2=C(CNCC2)N1 (5-ethyl-2-fluoro-4-[3-(4,5,6,7-tetrahydro-1H-imidazo[4,5-c]pyridin-2-yl)-1H-indazol-6-yl]-phenol trihydrobromide salt). Yields the product C(C)C=1C(=CC(=C(C1)O)F)C1=CC=C2C(=NNC2=C1)C=1NC2=C(CN(CC2)CC=2C=CC(=NC2)N2CCCCC2)N1 (5-Ethyl-2-fluoro-4-{3-[5-(3,4,5,6-tetrahydro-2H-[1,2′]bipyridinyl-5′-ylmethyl)-4,5,6,7-tetrahydro-1H-imidazo[4,5-c]pyridin-2-yl]-1H-indazol-6-yl}-phenol). Yield: 30.3%. Reaction SMILES: [N:1]1([C:7]2[CH:12]=[CH:11][C:10]([CH:13]=O)=[CH:9][N:8]=2)[CH2:6][CH2:5][CH2:4][CH2:3][CH2:2]1.Br.Br.Br.[CH2:18]([C:20]1[C:21]([C:28]2[CH:36]=[C:35]3[C:31]([C:32]([C:37]4[NH:38][C:39]5[CH2:44][CH2:43][NH:42][CH2:41][C:40]=5[N:45]=4)=[N:33][NH:34]3)=[CH:30][CH:29]=2)=[CH:22][C:23]([F:27])=[C:24]([OH:26])[CH:25]=1)[CH3:19]>>[CH2:18]([C:20]1[C:21]([C:28]2[CH:36]=[C:35]3[C:31]([C:32]([C:37]4[NH:38][C:39]5[CH2:44][CH2:43][N:42]([CH2:13][C:10]6[CH:11]=[CH:12][C:7]([N:1]7[CH2:2][CH2:3][CH2:4][CH2:5][CH2:6]7)=[N:8][CH:9]=6)[CH2:41][C:40]=5[N:45]=4)=[N:33][NH:34]3)=[CH:30][CH:29]=2)=[CH:22][C:23]([F:27])=[C:24]([OH:26])[CH:25]=1)[CH3:19] |f:1.2.3.4|. Procedure details: The title compound was prepared from 3,4,5,6-tetrahydro-2H-[1,2′]bipyridinyl-5′-carbaldehyde (38 mg, 198 μmol) and 5-ethyl-2-fluoro-4-[3-(4,5,6,7-tetrahydro-1H-imidazo[4,5-c]pyridin-2-yl)-1H-indazol-6-yl]-phenol trihydrobromide salt (Preparation 25, 50 mg, 132 μmol) using the method of Example 22. The crude material was purified by HPLC Method A to afford 22.1 mg of the title compound. Starting materials: O=C1CCCc2c1ccc(O)c2CSCc1ccc(Cl)c(Cl)c1, CC(C)OC(=O)N=NC(=O)OC(C)C, C1CCOC1, c1ccc(P(c2ccccc2)c2ccccc2)cc1, OC(Cn1ccnc1)c1ccccc1. The product is O=C1CCCc2c1ccc(OC(Cn1ccnc1)c1ccccc1)c2CSCc1ccc(Cl)c(Cl)c1. Reaction SMILES: [Cl:1][c:2]1[cH:3][c:4]([CH2:5][S:6][CH2:7][c:8]2[c:9]3[c:14]([cH:15][cH:16][c:17]2[OH:18])[C:13](=[O:19])[CH2:12][CH2:11][CH2:10]3)[cH:20][cH:21][c:22]1[Cl:23].[O:57]=[C:58]([O:59][CH:60]([CH3:61])[CH3:62])[N:63]=[N:64][C:65]([O:66][CH:67]([CH3:68])[CH3:69])=[O:70].[O:71]1[CH2:72][CH2:73][CH2:74][CH2:75]1.[c:38]1([P:39]([c:40]2[cH:41][cH:42][cH:43][cH:44][cH:45]2)[c:46]2[cH:47][cH:48][cH:49][cH:50][cH:51]2)[cH:52][cH:53][cH:54][cH:55][cH:56]1.[n:24]1([CH2:29][CH:30]([OH:31])[c:32]2[cH:33][cH:34][cH:35][cH:36][cH:37]2)[cH:25][n:26][cH:27][cH:28]1>>[Cl:1][c:2]1[cH:3][c:4]([CH2:5][S:6][CH2:7][c:8]2[c:9]3[c:14]([cH:15][cH:16][c:17]2[O:18][CH:30]([CH2:29][n:24]2[cH:25][n:26][cH:27][cH:28]2)[c:32]2[cH:33][cH:34][cH:35][cH:36][cH:37]2)[C:13](=[O:19])[CH2:12][CH2:11][CH2:10]3)[cH:20][cH:21][c:22]1[Cl:23]. Starting materials: COc1nc2cc(Br)c3c(c2nc1OC)CCN(C)C3, CI, [Li]C(C)CC, C1CCOC1. Product: COc1nc2cc(C)c3c(c2nc1OC)CCN(C)C3. Reaction SMILES: [Br:1][c:2]1[c:3]2[c:4]([c:5]3[n:6][c:7]([O:14][CH3:15])[c:8]([O:12][CH3:13])[n:9][c:10]3[cH:11]1)[CH2:16][CH2:17][N:18]([CH3:20])[CH2:19]2.[CH3:26][I:27].[CH:21]([Li:22])([CH2:23][CH3:24])[CH3:25].[O:28]1[CH2:29][CH2:30][CH2:31][CH2:32]1>>[c:2]1([CH3:21])[c:3]2[c:4]([c:5]3[n:6][c:7]([O:14][CH3:15])[c:8]([O:12][CH3:13])[n:9][c:10]3[cH:11]1)[CH2:16][CH2:17][N:18]([CH3:20])[CH2:19]2.